Dataset: the Open Reaction Database (ORD), a public repository of structured organic reaction records. Task: describe an organic reaction: reactants, conditions, products, and yield Reactants: CO.O (methanol H2O), CC=1C(=C(C(=C(O)C1)C)C)O (Trimethylhydroquinone), C(=C)C(=O)CC (ethyl vinyl ketone). Yields the product C(C)C1(OC2=C(C(=C(C(=C2CC1)C)O)C)C)OC ((±)-2-ethyl-6-hydroxy-2-methoxy-5,7,8-trimethylchroman). Reaction SMILES: [CH3:1][C:2]1[C:3]([OH:11])=[C:4]([CH3:10])[C:5]([CH3:9])=[C:6]([CH:8]=1)O.[CH:12]([C:14]([CH2:16][CH3:17])=[O:15])=[CH2:13].[CH3:18][OH:19].O>>[CH2:12]([C:14]1([O:19][CH3:18])[CH2:16][CH2:17][C:8]2[C:6](=[C:5]([CH3:9])[C:4]([CH3:10])=[C:3]([OH:11])[C:2]=2[CH3:1])[O:15]1)[CH3:13] |f:2.3|. Procedure: Trimethylhydroquinone was reacted with ethyl vinyl ketone by the procedure of Example 1 to give (±)-2-ethyl-6-hydroxy-2-methoxy-5,7,8-trimethylchroman as a beige powder, m.p. 96.5°-98.5° from methanol-H2O. The reactants are [Cl-].C1(=CC=CC=C1)C(N1C=NC(=C1)CCC)(C1=CC=CC=C1)C1=CC=CC=C1 (3-(1-triphenylmethyl-1H-imidazol-4-yl)propane chloride), C1(=CC=CC=C1)C(N1C=NC(=C1)CCCO)(C1=CC=CC=C1)C1=CC=CC=C1 (3-(1-triphenylmethyl-1H-imidazol-4-yl)propanol), S(=O)(Cl)Cl (thionyl chloride), C1(=CC=CC=C1)CC[O-].[Na+] (sodium 2-phenylethanolate). Product: C1(=CC=CC=C1)CCOCCCC=1N=CNC1 (3-(1H-Imidazol-4-yl)propyl 2-phenylethyl ether). Reaction SMILES: [Cl-].C1([C:8]([C:23]2[CH:28]=[CH:27][CH:26]=[CH:25][CH:24]=2)([C:17]2C=CC=CC=2)N2C=C(CCC)N=C2)C=CC=CC=1.C1(C(C2C=CC=CC=2)(C2C=CC=CC=2)[N:36]2[CH:40]=[C:39]([CH2:41][CH2:42][CH2:43][OH:44])[N:38]=[CH:37]2)C=CC=CC=1.S(Cl)(Cl)=O.C1(CC[O-])C=CC=CC=1.[Na+]>>[C:23]1([CH2:8][CH2:17][O:44][CH2:43][CH2:42][CH2:41][C:39]2[N:38]=[CH:37][NH:36][CH:40]=2)[CH:24]=[CH:25][CH:26]=[CH:27][CH:28]=1 |f:0.1,4.5|. Procedure: 5 mmol of 3-(1-triphenylmethyl-1H-imidazol-4-yl)propane chloride, prepared from 3-(1-triphenylmethyl-1H-imidazol-4-yl)propanol with thionyl chloride, and 15 mmol of sodium 2-phenylethanolate are treated as described in Example 5. Starting materials: CC=1C=C(C(=CC1C)N)N (4,5-dimethylbenzene-1,2-diamine), FC1=C2C(=NNC2=CC=C1)C=O (4-fluoro-1H-indazole-3-carbaldehyde). Run in CN(C=O)C (dimethylformamide), C(C)(=O)OCC (ethyl acetate). Reaction conditions: temperature 120 celsius, time 16 hour. The product is CC1=CC2=C(NC(=N2)C2=NNC3=CC=CC(=C23)F)C=C1C (3-(5,6-dimethyl-1H-benzoimidazol-2-yl)-4-fluoro-1H-indazole). Isolated yield 76.1%. Reaction SMILES: [CH3:1][C:2]1[CH:3]=[C:4]([NH2:10])[C:5]([NH2:9])=[CH:6][C:7]=1[CH3:8].[F:11][C:12]1[CH:20]=[CH:19][CH:18]=[C:17]2[C:13]=1[C:14]([CH:21]=O)=[N:15][NH:16]2>CN(C)C=O.C(OCC)(=O)C>[CH3:1][C:2]1[C:7]([CH3:8])=[CH:6][C:5]2[NH:9][C:21]([C:14]3[C:13]4[C:17](=[CH:18][CH:19]=[CH:20][C:12]=4[F:11])[NH:16][N:15]=3)=[N:10][C:4]=2[CH:3]=1. Procedure: A mixture of 4,5-dimethylbenzene-1,2-diamine (70 mg) and 4-fluoro-1H-indazole-3-carbaldehyde [80 mg, Reference Example 20(b)] in dimethylformamide (8 ml) was heated to 120° C. for 30 minutes and then at 100° C. for 16 hours. The reaction mixture was cooled, then diluted with ethyl acetate and then washed five times with brine. The organic phase was dried over magnesium sulfate and then evaporated. The residue was subjected to flash column chromatography on silica eluding with a mixture of 40/60 ... Starting materials: COC(=O)c1cccnc1Cl, OB(O)c1ccc(C(F)(F)F)cc1, [Pd]. Yields the product COC(=O)c1cccnc1-c1ccc(C(F)(F)F)cc1. RXN SMILES: [CH3:1][O:2][C:3]([c:4]1[c:5]([Cl:10])[n:6][cH:7][cH:8][cH:9]1)=[O:11].[F:12][C:13]([c:14]1[cH:15][cH:16][c:17]([B:20]([OH:21])[OH:22])[cH:18][cH:19]1)([F:23])[F:24].[Pd:25]>>[CH3:1][O:2][C:3]([c:4]1[c:5](-[c:17]2[cH:16][cH:15][c:14]([C:13]([F:12])([F:23])[F:24])[cH:19][cH:18]2)[n:6][cH:7][cH:8][cH:9]1)=[O:11]. The reactants are COC(=O)COc1cc(Cc2nc(-c3ccc4ncccc4c3)c(-c3cccc(C)n3)[nH]2)ccc1F, [NH4+], [OH-], O. Yields the product Cc1cccc(-c2[nH]c(Cc3ccc(F)c(OCC(N)=O)c3)nc2-c2ccc3ncccc3c2)n1. As a reaction SMILES: [F:1][c:2]1[c:3]([O:4][CH2:5][C:6](=[O:7])[O:8][CH3:9])[cH:10][c:11]([CH2:14][c:15]2[nH:16][c:17](-[c:30]3[n:31][c:32]([CH3:36])[cH:33][cH:34][cH:35]3)[c:18](-[c:20]3[cH:21][c:22]4[cH:23][cH:24][cH:25][n:26][c:27]4[cH:28][cH:29]3)[n:19]2)[cH:12][cH:13]1.[NH4+:38].[OH-:37].[OH2:39]>>[F:1][c:2]1[c:3]([O:4][CH2:5][C:6](=[O:7])[NH2:38])[cH:10][c:11]([CH2:14][c:15]2[nH:16][c:17](-[c:30]3[n:31][c:32]([CH3:36])[cH:33][cH:34][cH:35]3)[c:18](-[c:20]3[cH:21][c:22]4[cH:23][cH:24][cH:25][n:26][c:27]4[cH:28][cH:29]3)[n:19]2)[cH:12][cH:13]1. Starting materials: ClC=1C(=NC=CC1)N1N=C(C=C1C(=O)NC1=C(C=C(C=C1C(=O)NC(C)C)[N+](=O)[O-])C)C(F)(F)F (1-(3-Chloro-2-pyridinyl)-N-[2-methyl-6-[[(1-methylethyl)amino]carbonyl]-4-nitrophenyl]-3-(trifluoromethyl)-1H-pyrazole-5-carboxamide), FC(C(=O)O)(F)F (trifluoroacetic acid). Reagents/catalysts: [Zn] (Zinc). The solvent is ClCCl (dichloromethane). Reaction conditions: temperature 25 celsius, time 10 minute. The product is NC1=CC(=C(C(=C1)C(=O)NC(C)C)NC(=O)C1=CC(=NN1C1=NC=CC=C1Cl)C(F)(F)F)C (N-[4-Amino-2-methyl-6-[[(1-methylethyl)amino]carbonyl]phenyl]-1-(3-chloro-2-pyridinyl)-3-(trifluoromethyl)-1H-pyrazole-5-carboxamide). Reaction SMILES: [Cl:1][C:2]1[C:3]([N:8]2[C:12]([C:13]([NH:15][C:16]3[C:21]([C:22]([NH:24][CH:25]([CH3:27])[CH3:26])=[O:23])=[CH:20][C:19]([N+:28]([O-])=O)=[CH:18][C:17]=3[CH3:31])=[O:14])=[CH:11][C:10]([C:32]([F:35])([F:34])[F:33])=[N:9]2)=[N:4][CH:5]=[CH:6][CH:7]=1.FC(F)(F)C(O)=O>ClCCl.[Zn]>[NH2:28][C:19]1[CH:20]=[C:21]([C:22]([NH:24][CH:25]([CH3:27])[CH3:26])=[O:23])[C:16]([NH:15][C:13]([C:12]2[N:8]([C:3]3[C:2]([Cl:1])=[CH:7][CH:6]=[CH:5][N:4]=3)[N:9]=[C:10]([C:32]([F:35])([F:34])[F:33])[CH:11]=2)=[O:14])=[C:17]([CH3:31])[CH:18]=1. Reported procedure: Zinc dust (90 mg, 1.4 mmol) was added to a solution of the product from Step C (70 mg, 0.14 mmole) and trifluoroacetic acid (2 mL) at 70° C. Some foaming occurred. After 10 minutes at 70° C., the mixture was cooled to 25° C., diluted with dichloromethane, and filtered. The filtrate was concentrated to remove most of the trifluoroacetic acid and the resulting residue was dissolved in acetonitrile (3 mL) and 1,2-dichloroethane (3 mL). The resulting solution was treated with strongly-basic ion exch... Yields the product Cc1cn(-c2ccc(N3CC(Cn4cc(CF)nn4)OC3=O)cc2F)cn1. The reactants are COCCNS(F)(F)(F)NCCOC, ClCCl, Cc1cn(-c2ccc(N3CC(Cn4cc(CO)nn4)OC3=O)cc2F)cn1. Reaction SMILES: [CH3:1][O:2][CH2:3][CH2:4][NH:5][S:6]([F:7])([F:8])([NH:9][CH2:10][CH2:11][O:13][CH3:14])[F:12].[Cl:42][CH2:43][Cl:44].[F:15][c:16]1[cH:17][c:18]([N:28]2[C:29](=[O:41])[O:30][CH:31]([CH2:33][n:34]3[n:35][n:36][c:37]([CH2:39][OH:40])[cH:38]3)[CH2:32]2)[cH:19][cH:20][c:21]1-[n:22]1[cH:23][n:24][c:25]([CH3:27])[cH:26]1>>[F:12][CH2:39][c:37]1[n:36][n:35][n:34]([CH2:33][CH:31]2[O:30][C:29](=[O:41])[N:28]([c:18]3[cH:17][c:16]([F:15])[c:21](-[n:22]4[cH:23][n:24][c:25]([CH3:27])[cH:26]4)[cH:20][cH:19]3)[CH2:32]2)[cH:38]1.